From a dataset of the Open Reaction Database (ORD), a public repository of structured organic reaction records. describe an organic reaction: reactants, conditions, products, and yield RXN SMILES: [FH:17].[OH:18][N+:19]([O-:20])=[O:21].[cH:1]1[cH:2][cH:3][cH:4][c:5]2[c:14]1[C:13](=[O:15])[c:12]1[c:7]([cH:8][cH:9][cH:10][cH:11]1)[C:6]2=[O:16]>>[cH:1]1[cH:2][cH:3][cH:4][c:5]2[c:14]1[C:13](=[O:15])[c:12]1[c:7]([c:8]([N+:19](=[O:18])[O-:20])[cH:9][cH:10][cH:11]1)[C:6]2=[O:16]. The reactants are F, O=[N+]([O-])O, O=C1c2ccccc2C(=O)c2ccccc21. The product is O=C1c2ccccc2C(=O)c2c1cccc2[N+](=O)[O-]. The reactants are C(=O)(C(F)(F)F)O (TFA), CC1=C(C2=CC=CC=C2C=C1)CN1C2=C(OC[C@@H](C1=O)NC(OC(C)(C)C)=O)C(=CC=C2)C(F)(F)F ((S)-tert-butyl 5-((2-methylnaphthalen-1-yl)methyl)-4-oxo-9-(trifluoromethyl)-2,3,4,5-tetrahydrobenzo[b][1,4]oxazepin-3-ylcarbamate). The solvent is C(Cl)Cl (DCM). Product: FC(C(=O)O)(F)F.N[C@@H]1C(N(C2=C(OC1)C(=CC=C2)C(F)(F)F)CC2=C(C=CC1=CC=CC=C21)C)=O ((S)-3-amino-5-((2-methylnaphthalen-1-yl)methyl)-9-(trifluoromethyl)-2,3-dihydrobenzo[b][1,4]oxazepin-4(5H)-one trifluoroacetate). The yield is 100.0%. Reaction SMILES: [C:1]([OH:7])([C:3]([F:6])([F:5])[F:4])=[O:2].[CH3:8][C:9]1[CH:18]=[CH:17][C:16]2[C:11](=[CH:12][CH:13]=[CH:14][CH:15]=2)[C:10]=1[CH2:19][N:20]1[C:26](=[O:27])[C@@H:25]([NH:28]C(=O)OC(C)(C)C)[CH2:24][O:23][C:22]2[C:36]([C:40]([F:43])([F:42])[F:41])=[CH:37][CH:38]=[CH:39][C:21]1=2>C(Cl)Cl>[F:4][C:3]([F:6])([F:5])[C:1]([OH:7])=[O:2].[NH2:28][C@H:25]1[CH2:24][O:23][C:22]2[C:36]([C:40]([F:42])([F:41])[F:43])=[CH:37][CH:38]=[CH:39][C:21]=2[N:20]([CH2:19][C:10]2[C:11]3[C:16](=[CH:15][CH:14]=[CH:13][CH:12]=3)[CH:17]=[CH:18][C:9]=2[CH3:8])[C:26]1=[O:27] |f:3.4|. Procedure: TFA (533 μl) was added to a solution of (S)-tert-butyl 5-((2-methylnaphthalen-1-yl)methyl)-4-oxo-9-(trifluoromethyl)-2,3,4,5-tetrahydrobenzo[b][1,4]oxazepin-3-ylcarbamate (71 mg, 142 μmol) in DCM (2 mL) at 0° C. After 2.5 h the mixture was concentrated and the residue azeotroped with MeCN to afford (S)-3-amino-5-((2-methylnaphthalen-1-yl)methyl)-9-(trifluoromethyl)-2,3-dihydrobenzo[b][1,4]oxazepin-4(5H)-one trifluoroacetate (73 mg, 100%) which was used without purification.